This data is from the Open Reaction Database (ORD), a public repository of structured organic reaction records. The task is: describe an organic reaction: reactants, conditions, products, and yield The reactants are ClC[Si](CC1=C(C=CC=C1)F)(C)C (chloromethyldimethyl-(2-fluorobenzyl)silane), N1CCCCC1 (piperidine). Run in C=1(C(=CC=CC1)C)C (xylene). Yields the product Cl.C[Si](CC1=C(C=CC=C1)F)(C)CN1CCCCC1 (N-{[dimethyl-(2-fluorobenzyl)silyl]methyl}piperidine hydrochloride). The yield is 87.1%. RXN SMILES: [Cl:1][CH2:2][Si:3]([CH3:13])([CH3:12])[CH2:4][C:5]1[CH:10]=[CH:9][CH:8]=[CH:7][C:6]=1[F:11].[NH:14]1[CH2:19][CH2:18][CH2:17][CH2:16][CH2:15]1>C1(C)C(C)=CC=CC=1>[ClH:1].[CH3:12][Si:3]([CH2:2][N:14]1[CH2:19][CH2:18][CH2:17][CH2:16][CH2:15]1)([CH3:13])[CH2:4][C:5]1[CH:10]=[CH:9][CH:8]=[CH:7][C:6]=1[F:11] |f:3.4|. Procedure: A solution containing 10.8 g of chloromethyldimethyl-(2-fluorobenzyl)silane and 10.6 g of piperidine in 40 ml of xylene is refluxed for 5.5 hours, then cooled down and washed 5 times with a total of 250 ml of water. After drying the organic phase over anhydrous magnesium sulfate and filtering off the drying agent, the filtrate is evaporated to solvent-free. The oily pale yellow residue is dissolved in 40 ml of methyl ethyl ketone and acidified to pH 4.5 by adding methanolic hydrogen chloride sol... The reactants are CC(C)(C)OC(=O)NC1CCN(C(=O)c2nc3ccc4cnc(Nc5cccc(S(N)(=O)=O)c5)nc4c3s2)C1, ClCCl, O=C(O)C(F)(F)F. As a reaction SMILES: [C:8]([O:9][C:10](=[O:11])[NH:14][CH:15]1[CH2:16][N:17]([C:20](=[O:21])[c:22]2[s:23][c:24]3[c:25]([cH:26][cH:27][c:28]4[cH:29][n:30][c:31]([NH:34][c:35]5[cH:36][c:37]([S:41]([NH2:42])(=[O:43])=[O:44])[cH:38][cH:39][cH:40]5)[n:32][c:33]34)[n:45]2)[CH2:18][CH2:19]1)([CH3:12])([CH3:13])[CH3:46].[Cl:47][CH2:48][Cl:49].[OH:1][C:2]([C:3]([F:4])([F:5])[F:6])=[O:7]>>[NH2:14][CH:15]1[CH2:16][N:17]([C:20](=[O:21])[c:22]2[s:23][c:24]3[c:25]([cH:26][cH:27][c:28]4[cH:29][n:30][c:31]([NH:34][c:35]5[cH:36][c:37]([S:41]([NH2:42])(=[O:43])=[O:44])[cH:38][cH:39][cH:40]5)[n:32][c:33]34)[n:45]2)[CH2:18][CH2:19]1. Yields the product NC1CCN(C(=O)c2nc3ccc4cnc(Nc5cccc(S(N)(=O)=O)c5)nc4c3s2)C1. The reactants are C1CCOC1, CNC, CC(=O)O, CO, CC(C)N1CCN(c2nc3cc(C=O)ccc3s2)CC1, Cl. The product is CC(C)N1CCN(c2nc3cc(CN(C)C)ccc3s2)CC1. As a reaction SMILES: [CH2:29]1[O:30][CH2:31][CH2:32][CH2:33]1.[CH3:22][NH:23][CH3:24].[CH3:25][C:26](=[O:27])[OH:28].[CH3:34][OH:35].[CH:1]([CH3:2])([CH3:3])[N:4]1[CH2:5][CH2:6][N:7]([c:10]2[s:11][c:12]3[c:13]([n:14]2)[cH:15][c:16]([CH:19]=[O:20])[cH:17][cH:18]3)[CH2:8][CH2:9]1.[ClH:21]>>[CH:1]([CH3:2])([CH3:3])[N:4]1[CH2:5][CH2:6][N:7]([c:10]2[s:11][c:12]3[c:13]([n:14]2)[cH:15][c:16]([CH2:19][N:23]([CH3:22])[CH3:24])[cH:17][cH:18]3)[CH2:8][CH2:9]1. The reactants are O=C(O)c1ccc(CCCc2cc(C(=O)OCc3ccccc3)ccc2OCc2ccccc2)cc1, CN, CCO. The product is CNC(=O)c1ccc(OCc2ccccc2)c(CCCc2ccc(C(=O)O)cc2)c1. Reaction SMILES: [CH2:3]([c:4]1[cH:5][cH:6][cH:7][cH:8][cH:9]1)[O:10][c:11]1[c:12]([CH2:27][CH2:28][CH2:29][c:30]2[cH:31][cH:32][c:33]([C:34](=[O:35])[OH:36])[cH:37][cH:38]2)[cH:13][c:14]([C:17](=[O:18])[O:19][CH2:20][c:21]2[cH:22][cH:23][cH:24][cH:25][cH:26]2)[cH:15][cH:16]1.[CH3:1][NH2:2].[CH3:39][CH2:40][OH:41]>>[CH3:1][NH:2][C:17]([c:14]1[cH:13][c:12]([CH2:27][CH2:28][CH2:29][c:30]2[cH:31][cH:32][c:33]([C:34](=[O:35])[OH:36])[cH:37][cH:38]2)[c:11]([O:10][CH2:3][c:4]2[cH:5][cH:6][cH:7][cH:8][cH:9]2)[cH:16][cH:15]1)=[O:18]. Reactants: [BH4-], CCCCC12Cc3cc(O)ccc3C1=C(C)C(=O)C(CC=O)C2, CC(C)O, [Na+]. The product is CCCCC12Cc3cc(O)ccc3C1=C(C)C(=O)C(CCO)C2. RXN SMILES: [BH4-:24].[CH2:1]([CH2:2][CH2:3][CH3:4])[C:5]12[CH2:6][c:7]3[cH:8][c:9]([OH:23])[cH:10][cH:11][c:12]3[C:13]1=[C:14]([CH3:22])[C:15](=[O:21])[CH:16]([CH2:18][CH:19]=[O:20])[CH2:17]2.[CH3:26][CH:27]([OH:28])[CH3:29].[Na+:25]>>[CH2:1]([CH2:2][CH2:3][CH3:4])[C:5]12[CH2:6][c:7]3[cH:8][c:9]([OH:23])[cH:10][cH:11][c:12]3[C:13]1=[C:14]([CH3:22])[C:15](=[O:21])[CH:16]([CH2:18][CH2:19][OH:20])[CH2:17]2. Starting materials: COC(=O)C(Cc1cccc(C#N)c1)C1CCCN1, O=C(O)c1ccc(-c2cccnc2)cc1. Yields the product COC(=O)C(Cc1cccc(C#N)c1)C1CCCN1C(=O)c1ccc(-c2cccnc2)cc1. As a reaction SMILES: [CH3:16][O:17][C:18]([CH:19]([CH2:20][c:21]1[cH:22][c:23]([C:27]#[N:28])[cH:24][cH:25][cH:26]1)[CH:29]1[NH:30][CH2:31][CH2:32][CH2:33]1)=[O:34].[n:1]1[cH:2][c:3](-[c:7]2[cH:8][cH:9][c:10]([C:11](=[O:12])[OH:13])[cH:14][cH:15]2)[cH:4][cH:5][cH:6]1>>[n:1]1[cH:2][c:3](-[c:7]2[cH:8][cH:9][c:10]([C:11](=[O:13])[N:30]3[CH:29]([CH:19]([C:18]([O:17][CH3:16])=[O:34])[CH2:20][c:21]4[cH:22][c:23]([C:27]#[N:28])[cH:24][cH:25][cH:26]4)[CH2:33][CH2:32][CH2:31]3)[cH:14][cH:15]2)[cH:4][cH:5][cH:6]1. Yield: 73.3%. The solvent is O1CCCC1 (tetrahydrofuran). Reaction conditions: temperature 0 celsius, time 5 hour. Product: FC1=C(C=CC=C1)N(C([C@@H](C)OC1=CC=C(C=C1)OC(=CC1=CC=CC=C1)F)=O)C ((R)-2-[4-(1-fluoro-2-phenylvinyloxy)phenoxy]propionic acid-N-(2-fluorophenyl)-N-methyl amide). Procedure details: 0.4 g (1 mmol) of the compound obtained in Example 38 was dissolved in anhydrous tetrahydrofuran, and the mixture was cooled to 0° C. 40 mg (1 mmol) of 60% NaH and 0.14 g (1 mmol) of methyliodide were sequentially added to the reaction mixture, and the mixture was stirred at room temperature for 5 hours. Ice was added to the reaction mixture and resulting mixture was extracted three times with ethyl acetate. The organic layer was dried over anhydrous magnesium sulfate, filtered and distilled und... The reactants are [H-].[Na+] (NaH), CI (methyliodide), FC1=C(C=CC=C1)NC([C@@H](C)OC1=CC=C(C=C1)OC(=CC1=CC=CC=C1)F)=O ((R)-2-[4-(1-fluoro-2-phenylvinyloxy)phenoxy]propionic acid-N-(2-fluorophenyl)amide). Reaction SMILES: [F:1][C:2]1[CH:7]=[CH:6][CH:5]=[CH:4][C:3]=1[NH:8][C:9](=[O:29])[C@H:10]([O:12][C:13]1[CH:18]=[CH:17][C:16]([O:19][C:20]([F:28])=[CH:21][C:22]2[CH:27]=[CH:26][CH:25]=[CH:24][CH:23]=2)=[CH:15][CH:14]=1)[CH3:11].[H-].[Na+].[CH3:32]I>O1CCCC1>[F:1][C:2]1[CH:7]=[CH:6][CH:5]=[CH:4][C:3]=1[N:8]([CH3:32])[C:9](=[O:29])[C@H:10]([O:12][C:13]1[CH:18]=[CH:17][C:16]([O:19][C:20]([F:28])=[CH:21][C:22]2[CH:23]=[CH:24][CH:25]=[CH:26][CH:27]=2)=[CH:15][CH:14]=1)[CH3:11] |f:1.2|.